Task: describe an organic reaction: reactants, conditions, products, and yield. Dataset: the Open Reaction Database (ORD), a public repository of structured organic reaction records Reactants: C[Si](C)(C)[N-][Si](C)(C)C.[K+] (potassium bis(trimethylsilyl)amide), C(=O)([O-])[O-].[K+].[K+] (K2CO3), ClC1=C(C=C(C=C1)NC=1NC(=NN1)C=1C=C(C=CC1)O)C(F)(F)F (3-[5-(4-chloro-3-trifluoromethyl-phenylamino)-4H[1,2,4]triazol-3-yl]-phenol), NC=1N=NC(=CC1)Cl (3-amino-6-chloro-pyridazine). The solvent is CN(C)C=O (DMF), CO (MeOH). Conditions: temperature 80 celsius. The product is FC(C(=O)O)(F)F.ClC1=C(C=C(C=C1)NC=1NC(=NN1)C=1C=C(OC2=CC=C(N=N2)N)C=CC1)C(F)(F)F (6-{3-[5-(4-chloro-3-trifluoromethyl-phenylamino)-4H-[1,2,4]triazol-3-yl]-phenoxy}-pyridazin-3-ylamine trifluoroacetic acid salt). Yield: 44.8%. RXN SMILES: [Cl:1][C:2]1[CH:7]=[CH:6][C:5]([NH:8][C:9]2[NH:10][C:11]([C:14]3[CH:15]=[C:16]([OH:20])[CH:17]=[CH:18][CH:19]=3)=[N:12][N:13]=2)=[CH:4][C:3]=1[C:21]([F:24])([F:23])[F:22].C[Si]([N-][Si](C)(C)C)(C)C.[K+].[NH2:35][C:36]1[N:37]=[N:38][C:39](Cl)=[CH:40][CH:41]=1.[C:43]([O-:46])([O-])=[O:44].[K+].[K+]>CN(C=O)C.CO>[F:22][C:21]([F:24])([F:23])[C:43]([OH:46])=[O:44].[Cl:1][C:2]1[CH:7]=[CH:6][C:5]([NH:8][C:9]2[NH:10][C:11]([C:14]3[CH:15]=[C:16]([CH:17]=[CH:18][CH:19]=3)[O:20][C:39]3[N:38]=[N:37][C:36]([NH2:35])=[CH:41][CH:40]=3)=[N:12][N:13]=2)=[CH:4][C:3]=1[C:21]([F:22])([F:23])[F:24] |f:1.2,4.5.6,9.10|. Procedure details: 3-[5-(4-chloro-3-trifluoromethyl-phenylamino)-4H[1,2,4]triazol-3-yl]-phenol (100 mg, 0.282 mmol) was dissolved in 2 mL of anhydrous DMF in a 5 mL microwave vial. Solid potassium bis(trimethylsilyl)amide (140.6 mg, 0.705 mmol) was added and the reaction mixture was stirred with heating at 80° C. for 15 min, then 3-amino-6-chloro-pyridazine (40.2 mg, 0.31 mmol) was added, followed by anhydrous K2CO3 (19.5 rug, 0.141 mmol). Then the vial was capped and microwaved at 250° C. for 20 min. Then the rea... The reactants are CCO, CCOC=O, CC(C)(C)OC(=O)NNCc1ccc(F)cc1. Product: CC(C)(C)OC(=O)NN(C=O)Cc1ccc(F)cc1. Reaction SMILES: [CH3:23][CH2:24][OH:25].[CH:18](=[O:19])[O:20][CH2:21][CH3:22].[F:1][c:2]1[cH:3][cH:4][c:5]([CH2:6][NH:7][NH:8][C:9](=[O:10])[O:11][C:12]([CH3:13])([CH3:14])[CH3:15])[cH:16][cH:17]1>>[F:1][c:2]1[cH:3][cH:4][c:5]([CH2:6][N:7]([NH:8][C:9](=[O:10])[O:11][C:12]([CH3:13])([CH3:14])[CH3:15])[CH:18]=[O:19])[cH:16][cH:17]1. The reactants are C1(CCCC1)OC([C@H](C1=CC=CC=C1)NC(=O)NCC1=CC(=CC=C1)NC(CCCCCCC(NO)=O)=O)=O ((S)-{3-[3-(7-Hydroxycarbamoyl-heptanoylamino)-benzyl]-ureido}-phenyl-acetic acid cyclopentyl ester), [OH-].[Na+] (NaOH). Run in C1CCOC1 (THF). Conditions: time 2 hour. The product is ONC(=O)CCCCCCC(=O)NC=1C=C(CNC(N[C@H](C(=O)O)C2=CC=CC=C2)=O)C=CC1 ((S)-{3-[3-(7-Hydroxycarbamoyl-heptanoylamino)-benzyl]-ureido}-phenyl-acetic acid). RXN SMILES: C1([O:6][C:7](=[O:39])[C@@H:8]([NH:15][C:16]([NH:18][CH2:19][C:20]2[CH:25]=[CH:24][CH:23]=[C:22]([NH:26][C:27](=[O:38])[CH2:28][CH2:29][CH2:30][CH2:31][CH2:32][CH2:33][C:34](=[O:37])[NH:35][OH:36])[CH:21]=2)=[O:17])[C:9]2[CH:14]=[CH:13][CH:12]=[CH:11][CH:10]=2)CCCC1.[OH-].[Na+]>C1COCC1>[OH:36][NH:35][C:34]([CH2:33][CH2:32][CH2:31][CH2:30][CH2:29][CH2:28][C:27]([NH:26][C:22]1[CH:21]=[C:20]([CH:25]=[CH:24][CH:23]=1)[CH2:19][NH:18][C:16](=[O:17])[NH:15][C@@H:8]([C:9]1[CH:14]=[CH:13][CH:12]=[CH:11][CH:10]=1)[C:7]([OH:39])=[O:6])=[O:38])=[O:37] |f:1.2|. Reported procedure: Compound (79) (75 mg) was dissolved in THF (1 ml) and 2M NaOH (aq, 1 ml) added. The reaction was stirred at room temperature for 2 h. THF was removed under a stream of N2 and the aqueous layer (˜1 ml) was purified by preparative HPLC to yield compound (80). LCMS purity 99%, m/z 471 [M++H]+, 1H NMR (400 MHz, MeOD), δ: 1.20-1.35 (4H, m, 2×CH2), 1.45-1.65 (4H, m, 2×CH2), 2.00 (2H, t, CH2), 2.25 (2 H, t, CH2), 4.20 (2H, s CH2NH), 5.25 (1H, s CHPh), 6.90 (1H, d, Ar), 7.10 (1H, t, Ar), 7.15-7.40 (7H, ... Yields the product FC(C1=CC=C(C=C1)S(=O)(=O)N1C=CC=C1)(F)F (1-(4-(Trifluoromethyl)phenylsulfonyl)-1H-pyrrole). RXN SMILES: [Li]CCCC.[NH:6]1[CH:10]=[CH:9][CH:8]=[CH:7]1.[F:11][C:12]([F:24])([F:23])[C:13]1[CH:18]=[CH:17][C:16]([S:19](Cl)(=[O:21])=[O:20])=[CH:15][CH:14]=1>C1COCC1.CCOC(C)=O>[F:24][C:12]([F:11])([F:23])[C:13]1[CH:14]=[CH:15][C:16]([S:19]([N:6]2[CH:10]=[CH:9][CH:8]=[CH:7]2)(=[O:21])=[O:20])=[CH:17][CH:18]=1. Run in C1CCOC1 (THF), C1CCOC1 (THF), CCOC(=O)C (EtOAc). Procedure: n-BuLi (56 mL, 89.7 mmol) was added to a solution of 1H-pyrrole (6.02 g, 89.7 mmol) in THF (179 mL) at −78° C. over 10 minutes. 4-(trifluoromethyl)benzene-1-sulfonyl chloride (26.3 g, 107.6 mmol) was dissolved in THF (20 mL) and added to the reaction mixture over 30 minutes. The reaction was stirred for 30 minutes then allowed to warm to room temperature and stirred for a further 18 h. The solution was diluted with EtOAc washed with brine and the organic phase was separated, dried (Na2SO4), filt... The reactants are [Li]CCCC (n-BuLi), N1C=CC=C1 (1H-pyrrole), FC(C1=CC=C(C=C1)S(=O)(=O)Cl)(F)F (4-(trifluoromethyl)benzene-1-sulfonyl chloride). Reaction conditions: time 30 minute. Yield: 86.6%. The reactants are solid, BrC1=CC(=CC=2C(=C3N(C12)CCNC3=O)C)Cl (6-bromo-8-chloro-10-methyl-3,4-dihydro-2H-pyrazino[1,2-a]indol-1-one), BrC1=CC(=CC=2C(=C3N(C12)CCNC3=O)C)Cl (6-bromo-8-chloro-10-methyl-3,4-dihydro-2H-pyrazino[1,2-a]indol-1-one), ClC1=C(C=C(C=C1)B(O)O)C(F)(F)F (4-chloro-3-trifluoromethyl-phenylboronic acid). Product: ClC1=CC=2C(=C3N(C2C(=C1)C1=CC(=C(C=C1)Cl)C(F)(F)F)CCNC3=O)C (8-Chloro-6-(4-chloro-3-trifluoromethyl-phenyl)-10-methyl-3,4-dihydro-2H-pyrazino[1,2-a]indol-1-one). Reaction SMILES: Br[C:2]1[C:10]2[N:9]3[CH2:11][CH2:12][NH:13][C:14](=[O:15])[C:8]3=[C:7]([CH3:16])[C:6]=2[CH:5]=[C:4]([Cl:17])[CH:3]=1.[Cl:18][C:19]1[CH:24]=[CH:23][C:22](B(O)O)=[CH:21][C:20]=1[C:28]([F:31])([F:30])[F:29]>>[Cl:17][C:4]1[CH:3]=[C:2]([C:22]2[CH:23]=[CH:24][C:19]([Cl:18])=[C:20]([C:28]([F:31])([F:30])[F:29])[CH:21]=2)[C:10]2[N:9]3[CH2:11][CH2:12][NH:13][C:14](=[O:15])[C:8]3=[C:7]([CH3:16])[C:6]=2[CH:5]=1. Reported procedure: The title compound, off-white solid (85 mg, 82%), MS (ISP) m/z=413.4 [(M+H)+], mp 268° C., was prepared in accordance with the general method of example 1 from 6-bromo-8-chloro-10-methyl-3,4-dihydro-2H-pyrazino[1,2-a]indol-1-one (intermediate 12) (78.4 mg, 0.25 mmol) and commercially available 4-chloro-3-trifluoromethyl-phenylboronic acid (72.9 mg, 0.325 mmol). Reactants: CCO, Nc1ccc(OCCCN2CCC(Cc3ccccc3)CC2)cc1[N+](=O)[O-]. The product is Nc1ccc(OCCCN2CCC(Cc3ccccc3)CC2)cc1N. As a reaction SMILES: [CH3:28][CH2:29][OH:30].[NH2:1][c:2]1[c:3]([N+:25]([O-:26])=[O:27])[cH:4][c:5]([O:6][CH2:7][CH2:8][CH2:9][N:10]2[CH2:11][CH2:12][CH:13]([CH2:16][c:17]3[cH:18][cH:19][cH:20][cH:21][cH:22]3)[CH2:14][CH2:15]2)[cH:23][cH:24]1>>[NH2:1][c:2]1[c:3]([NH2:25])[cH:4][c:5]([O:6][CH2:7][CH2:8][CH2:9][N:10]2[CH2:11][CH2:12][CH:13]([CH2:16][c:17]3[cH:18][cH:19][cH:20][cH:21][cH:22]3)[CH2:14][CH2:15]2)[cH:23][cH:24]1. The reactants are ClC(=O)OC (methyl chloroformate), NC=1C=NC2=CC=CC=C2C1 (3-aminoquinoline). Run in C(Cl)Cl (methylene chloride), N1=CC=CC=C1 (pyridine). Reaction conditions: time 30 minute. The product is COC(=O)NC=1C=NC2=CC=CC=C2C1 (3-(Methoxycarbonylamino)quinoline). Reaction SMILES: Cl[C:2]([O:4][CH3:5])=[O:3].[NH2:6][C:7]1[CH:8]=[N:9][C:10]2[C:15]([CH:16]=1)=[CH:14][CH:13]=[CH:12][CH:11]=2>C(Cl)Cl.N1C=CC=CC=1>[CH3:5][O:4][C:2]([NH:6][C:7]1[CH:8]=[N:9][C:10]2[C:15]([CH:16]=1)=[CH:14][CH:13]=[CH:12][CH:11]=2)=[O:3]. Procedure: 3.2 ml of methyl chloroformate am added dropwise to 5.0 g of 3-aminoquinoline in 30 ml of methylene chloride and 15 ml of pyridine at 0° C. in the course of 30 min. The mixture is subsequently stirred for a further 30 min and then worked up in the customary manner. The title compound is obtained as a crystalline solid: Rf (H)=0.41.